This data is from the Open Reaction Database (ORD), a public repository of structured organic reaction records. The task is: describe an organic reaction: reactants, conditions, products, and yield Starting materials: ice water, [N+](=O)([O-])C=1C=C(SC1)S(=O)(=O)N (4-nitrothiophene-2-sulfonamide), C(CCC)N=C=O (n-butyl isocyanate), C([O-])([O-])=O.[K+].[K+] (potassium carbonate), Cl (hydrochloric acid). Run in CC(=O)C (acetone). Yields the product C(CCC)NC(=O)NS(=O)(=O)C=1SC=C(C1)[N+](=O)[O-] (N-(Butylaminocarbonyl)-4-nitrothiophene-2-sulfonamide). As a reaction SMILES: [N+:1]([C:4]1[CH:5]=[C:6]([S:9]([NH2:12])(=[O:11])=[O:10])[S:7][CH:8]=1)([O-:3])=[O:2].[CH2:13]([N:17]=[C:18]=[O:19])[CH2:14][CH2:15][CH3:16].C(=O)([O-])[O-].[K+].[K+].Cl>CC(C)=O>[CH2:13]([NH:17][C:18]([NH:12][S:9]([C:6]1[S:7][CH:8]=[C:4]([N+:1]([O-:3])=[O:2])[CH:5]=1)(=[O:10])=[O:11])=[O:19])[CH2:14][CH2:15][CH3:16] |f:2.3.4|. Reported procedure: A stirred suspension of 10 g of 4-nitrothiophene-2-sulfonamide, 6 g of n-butyl isocyanate and 7 g of anhydrous potassium carbonate in 100 ml of acetone was heated to reflux for 3 hours. The resultant viscous mixture was poured into ice-water and the pH adjusted to 2 by the addition of concentrated hydrochloric acid. The resulting tarry precipitate thus obtained was extracted into methylene chloride, separated from the aqueous phase, dried over magnesium sulfate, filtered and concentrated in-vacu... Starting materials: ClC(Cl)(Cl)Cl, CC(Oc1cccc2nc[nH]c(=O)c12)C(=O)N(C)C, ClCCCl, c1ccc(P(c2ccccc2)c2ccccc2)cc1, Nc1ccc2c(cnn2Cc2cscn2)c1. Yields the product CC(Oc1cccc2ncnc(Nc3ccc4c(cnn4Cc4cscn4)c3)c12)C(=O)N(C)C. RXN SMILES: [C:39]([Cl:40])([Cl:41])([Cl:42])[Cl:43].[CH3:1][N:2]([C:3]([CH:4]([CH3:5])[O:6][c:7]1[c:8]2[c:9](=[O:17])[nH:10][cH:11][n:12][c:13]2[cH:14][cH:15][cH:16]1)=[O:18])[CH3:19].[Cl:60][CH2:61][CH2:62][Cl:63].[c:20]1([P:21]([c:22]2[cH:23][cH:24][cH:25][cH:26][cH:27]2)[c:28]2[cH:29][cH:30][cH:31][cH:32][cH:33]2)[cH:34][cH:35][cH:36][cH:37][cH:38]1.[s:44]1[cH:45][n:46][c:47]([CH2:49][n:50]2[n:51][cH:52][c:53]3[cH:54][c:55]([NH2:59])[cH:56][cH:57][c:58]23)[cH:48]1>>[CH3:1][N:2]([C:3]([CH:4]([CH3:5])[O:6][c:7]1[c:8]2[c:9]([NH:59][c:55]3[cH:54][c:53]4[cH:52][n:51][n:50]([CH2:49][c:47]5[n:46][cH:45][s:44][cH:48]5)[c:58]4[cH:57][cH:56]3)[n:10][cH:11][n:12][c:13]2[cH:14][cH:15][cH:16]1)=[O:18])[CH3:19]. Reactants: C(C)NC(=O)NC1=NC=CC(=C1)C=1C=NC=C(C1)F (N-ethyl-N′-(5-fluoro-3,4′-bipyridin-2′-yl)urea), C(C)NC(=O)NC1=NC=CC(=C1)C=1C=NC=C(C1)F (N-ethyl-N′-(5-fluoro-3,4′-bipyridin-2′-yl)urea), BrNC(CCC(=O)N)=O (N-bromosuccinamide). The solvent is CN(C)C=O (DMF). Conditions: temperature 80 celsius, time 8 hour. The product is BrC=1C(=CC(=NC1)NC(=O)NCC)C=1C=NC=C(C1)F (N-(5′-bromo-5-fluoro-3,4′-bipyridin-2′-yl)-N′-ethylurea). The yield is 67.7%. RXN SMILES: [CH2:1]([NH:3][C:4]([NH:6][C:7]1[CH:12]=[C:11]([C:13]2[CH:14]=[N:15][CH:16]=[C:17]([F:19])[CH:18]=2)[CH:10]=[CH:9][N:8]=1)=[O:5])[CH3:2].[Br:20]NC(=O)CCC(N)=O>CN(C=O)C>[Br:20][C:10]1[C:11]([C:13]2[CH:14]=[N:15][CH:16]=[C:17]([F:19])[CH:18]=2)=[CH:12][C:7]([NH:6][C:4]([NH:3][CH2:1][CH3:2])=[O:5])=[N:8][CH:9]=1. Procedure details: To a solution of N-ethyl-N′-(5-fluoro-3,4′-bipyridin-2′-yl)urea (Intermediate 29, 386 mg, 1.48 mmol) in DMF (7 mL), N-bromosuccinamide (396 mg, 2.22 mmol) was added. The resulting solution was heated to 80° C. and stirred at that temperature for 8 hours. The reaction mixture was partitioned between water and ethyl acetate. The layers were separated and the organic layer was washed with 5% sodium thiosulfate solution, water and brine. The organic layer was dried over sodium sulfate and concentrat... Product: C1(CCCCC1)C[C@@H](C#C)O (1-cyclohexyl-3-butyn-2(S)-ol). As a reaction SMILES: C[Si](C#C[Si](C)(C)C)(C)C.C1(CC(Cl)=O)CCCCC1.[CH:21]1([CH2:27][C:28](=[O:31])[C:29]#[CH:30])[CH2:26][CH2:25][CH2:24][CH2:23][CH2:22]1.[C@@H]12CC(C1(C)C)CC(B1C3CCCC1CCC3)C2C>>[CH:21]1([CH2:27][C@H:28]([OH:31])[C:29]#[CH:30])[CH2:26][CH2:25][CH2:24][CH2:23][CH2:22]1. Reported procedure: As directed by D. R. M. Walton and F. Waugh, J. Organomet. Chem. 37, 45 (1972), bis(trimethylsilyl)acetylene is acylated with cyclohexylacetic acid chloride and hydrolysed with aqueous/methanolic borax solution to 1-cyclohexyl-3-butyn-2-one. Reduction with (S)-B-(3-pinanyl)-9-borabicyclo[3.3.1]nonane ((S)-Alpine-Borane®, Aldrich, 88% ee) as directed by M. M Midland et al., Tetrahedron 40, 1371 (1984) yields 1-cyclohexyl-3-butyn-2(S)-ol. Starting materials: C[Si](C)(C)C#C[Si](C)(C)C (bis(trimethylsilyl)acetylene), C1(CCCCC1)CC(C#C)=O (1-cyclohexyl-3-butyn-2-one), [C@H]12C(C(CC(C1(C)C)C2)B2C1CCCC2CCC1)C ((S)-B-(3-pinanyl)-9-borabicyclo[3.3.1]nonane), C1(CCCCC1)CC(=O)Cl (cyclohexylacetic acid chloride), borax. The yield is 69.1%. Reactants: CN1C(CC[C@@]2(C3=C(CC[C@@H]12)C=C(C=C3)S)C)=O ((+)-(4aR)-(10bR)-4-methyl-8-mercapto-10b-methyl-1,2,3,4,4a,5,6,10b-octahydrobenzo[f]quinolin-3-one), C([O-])([O-])=O.[K+].[K+] (potassium carbonate), ClC=1SC2=C(N1)C(=CC=C2C)C (2-chloro-4,7-dimethylbenzothiazole), CN(C=O)C (dimethylformamide). Procedure details: A 15 mL round bottom flask was charged with (+)-(4aR)-(10bR)-4-methyl-8-mercapto-10b-methyl-1,2,3,4,4a,5,6,10b-octahydrobenzo[f]quinolin-3-one (100mg, 0.38 mmol), potassium carbonate (158 mg, 1.14 mmol), 2-chloro-4,7-dimethylbenzothiazole (91 mg, 0.46 mmol) and 1 mL of anhydrous dimethylformamide, fitted with a reflux condenser, and the stirred mixture was heated at 60°, under nitrogen, for 18 h. The mixture was cooled, diluted with ethyl acetate (75 mL) and washed with brine (2×25 mL). The comb... Yields the product CN1C(CC[C@@]2(C3=C(CC[C@@H]12)C=C(C=C3)SC=3SC1=C(N3)C(=CC=C1C)C)C)=O ((+)-(4aR)-(10bR)-4-methyl-8-(4,7-dimethyl-2-benzothiazolylthio)-10b-methyl-1,2,3,4,4a,5,6,10b-octahydrobenzo[f]-quinolin-3-one). Reaction SMILES: [CH3:1][N:2]1[C@H:11]2[C@@:6]([CH3:17])([C:7]3[CH:15]=[CH:14][C:13]([SH:16])=[CH:12][C:8]=3[CH2:9][CH2:10]2)[CH2:5][CH2:4][C:3]1=[O:18].C(=O)([O-])[O-].[K+].[K+].Cl[C:26]1[S:27][C:28]2[C:34]([CH3:35])=[CH:33][CH:32]=[C:31]([CH3:36])[C:29]=2[N:30]=1.CN(C)C=O>C(OCC)(=O)C>[CH3:1][N:2]1[C@H:11]2[C@@:6]([CH3:17])([C:7]3[CH:15]=[CH:14][C:13]([S:16][C:26]4[S:27][C:28]5[C:34]([CH3:35])=[CH:33][CH:32]=[C:31]([CH3:36])[C:29]=5[N:30]=4)=[CH:12][C:8]=3[CH2:9][CH2:10]2)[CH2:5][CH2:4][C:3]1=[O:18] |f:1.2.3|. Solvent: C(C)(=O)OCC (ethyl acetate). The reactants are C(CCC)[Li] (n-Butyllithium), ClC1=C(C=C(C=C1)C=1OCC(N1)(C)C)OC (2-(4-chloro-3-methoxyphenyl)-4,4-dimethyloxazoline), CSSC (dimethyl disulphide), Cl (hydrochloric acid). Run in O1CCCC1 (tetrahydrofuran), O1CCCC1 (tetrahydrofuran). Conditions: temperature -78 celsius, time 8 hour. Product: ClC1=C(C(=C(C=C1)C=1OCC(N1)(C)C)SC)OC (2-[4-chloro-3-methoxy-2-(methylsulphenyl)-phenyl]-4,4-dimethyloxazoline). Yield: 34.5%. RXN SMILES: C([Li])CCC.[Cl:6][C:7]1[CH:12]=[CH:11][C:10]([C:13]2[O:14][CH2:15][C:16]([CH3:19])([CH3:18])[N:17]=2)=[CH:9][C:8]=1[O:20][CH3:21].[CH3:22][S:23]SC.Cl>O1CCCC1>[Cl:6][C:7]1[CH:12]=[CH:11][C:10]([C:13]2[O:14][CH2:15][C:16]([CH3:18])([CH3:19])[N:17]=2)=[C:9]([S:23][CH3:22])[C:8]=1[O:20][CH3:21]. Procedure: n-Butyllithium (2.5M in hexane, 54 ml) was added with cooling to a stirred solution of 2-(4-chloro-3-methoxyphenyl)-4,4-dimethyloxazoline (27.0 g) in tetrahydrofuran while maintaining the temperature below -40° C. The mixture was stirred at -78° C. overnight. A solution of dimethyl disulphide (26.5 g) in tetrahydrofuran was added dropwise and the mixture was stirred at -40° C. overnight. After allowing to warm to room temperature the mixture was treated with hydrochloric acid (2M). The organic l... The reactants are CC[O-], CCO, CCOC=O, Cl, [Na+], Cc1c(C(=O)Nc2cccc(C(=O)c3ccc4c(c3)NC(=O)C4)c2)cnn1C. The product is Cc1c(C(=O)Nc2cccc(C(=O)c3ccc4c(c3)NC(=O)C4=CO)c2)cnn1C. RXN SMILES: [CH3:35][CH2:36][O-:37].[CH3:39][CH2:40][OH:41].[CH:29](=[O:30])[O:31][CH2:32][CH3:33].[ClH:38].[Na+:34].[O:1]=[C:2]1[NH:3][c:4]2[cH:5][c:6]([C:11](=[O:12])[c:13]3[cH:14][c:15]([NH:19][C:20](=[O:21])[c:22]4[cH:23][n:24][n:25]([CH3:28])[c:26]4[CH3:27])[cH:16][cH:17][cH:18]3)[cH:7][cH:8][c:9]2[CH2:10]1>>[O:1]=[C:2]1[NH:3][c:4]2[cH:5][c:6]([C:11](=[O:12])[c:13]3[cH:14][c:15]([NH:19][C:20](=[O:21])[c:22]4[cH:23][n:24][n:25]([CH3:28])[c:26]4[CH3:27])[cH:16][cH:17][cH:18]3)[cH:7][cH:8][c:9]2[C:10]1=[CH:29][OH:30]. The yield is 70.9%. Solvent: C(Cl)Cl (CH2Cl2), C1CCOC1 (THF), O (water). The reactants are resultant mixture, NC=1C(=NC(=CC1C)C)NC1=CC=C(C=C1)CCNC(=O)NS(=O)(=O)C1=CC=C(C=C1)C (N-{[(2-{4-[(3-amino-4,6-dimethyl-2-pyridinyl)amino]phenyl}ethyl)amino]carbonyl}-4-methylbenzenesulfonamide), BrC#N (BrCN). Product: NC1=NC=2C(=NC(=CC2C)C)N1C1=CC=C(C=C1)CCNC(=O)NS(=O)(=O)C1=CC=C(C=C1)C (2-amino-5,7-dimethyl-3-(4-{2-[({[(4-methylphenyl)sulfonyl]amino}carbonyl)amino]ethyl}phenyl)-3H-imidazo[4,5-b]pyridine). Procedure details: To a stirred solution of N-{[(2-{4-[(3-amino-4,6-dimethyl-2-pyridinyl)amino]phenyl}ethyl)amino]carbonyl}-4-methylbenzenesulfonamide (300 mg, 0.66 mmol) in THF (6 ml) was added a solution of BrCN (175 mg, 1.65 mmol) in water (2 ml). The resultant mixture was stirred at room temperature for 16 hours. The mixture was diluted with CH2Cl2 and washed with brine. The organic layer was dried over MgSO4 and filtered. After concentration in vacuo, the residue was purified by preparative TLC (CH2Cl2/MeOH=1... RXN SMILES: [NH2:1][C:2]1[C:3]([NH:10][C:11]2[CH:16]=[CH:15][C:14]([CH2:17][CH2:18][NH:19][C:20]([NH:22][S:23]([C:26]3[CH:31]=[CH:30][C:29]([CH3:32])=[CH:28][CH:27]=3)(=[O:25])=[O:24])=[O:21])=[CH:13][CH:12]=2)=[N:4][C:5]([CH3:9])=[CH:6][C:7]=1[CH3:8].Br[C:34]#[N:35]>C1COCC1.O.C(Cl)Cl>[NH2:35][C:34]1[N:10]([C:11]2[CH:16]=[CH:15][C:14]([CH2:17][CH2:18][NH:19][C:20]([NH:22][S:23]([C:26]3[CH:27]=[CH:28][C:29]([CH3:32])=[CH:30][CH:31]=3)(=[O:25])=[O:24])=[O:21])=[CH:13][CH:12]=2)[C:3]2=[N:4][C:5]([CH3:9])=[CH:6][C:7]([CH3:8])=[C:2]2[N:1]=1.